Dataset: the Open Reaction Database (ORD), a public repository of structured organic reaction records. Task: describe an organic reaction: reactants, conditions, products, and yield The reactants are [OH-].[Na+] (NaOH), FC1(CCC(CC1)(C(=O)OCC)CO)F (ethyl 4,4-difluoro-1-(hydroxymethyl)cyclohexanecarboxylate). The solvent is C1CCOC1 (THF), CO (MeOH). Conditions: time 3.5 hour. Product: FC1(CCC(CC1)(C(=O)O)CO)F (4,4-difluoro-1-(hydroxymethyl)cyclohexanecarboxylic acid). RXN SMILES: [OH-].[Na+].[F:3][C:4]1([F:17])[CH2:9][CH2:8][C:7]([CH2:15][OH:16])([C:10]([O:12]CC)=[O:11])[CH2:6][CH2:5]1>C1COCC1.CO>[F:3][C:4]1([F:17])[CH2:5][CH2:6][C:7]([CH2:15][OH:16])([C:10]([OH:12])=[O:11])[CH2:8][CH2:9]1 |f:0.1|. Reported procedure: 1 N NaOH (0.994 mL, 0.994 mmol) was added to a solution of ethyl 4,4-difluoro-1-(hydroxymethyl)cyclohexanecarboxylate (73.6 mg, 0.331 mmol) in THF (1 mL) and MeOH (1 mL) and the mixture was stirred at rt for 3-4 h. The reaction mixture was acidified and extracted with EtOAC, washed with brine and dried (MgSO4). Evaporation of the solvent afforded Cap-6 as a beige solid. 1H NMR (400 MHz, CHLOROFORM-d) δ 3.74 (s, 2H), 2.30-2.20 (m, J=13.3 Hz, 2H), 2.13-1.85 (m, 4H), 1.71-1.60 (m, 2H). Reactants: NC=1C=CC(=NC1)C(=O)OC (methyl 5-aminopyridine-2-carboxylate), N1=CC=CC=C1 (pyridine), Cl (HCl), ClC1=CC(=C(C(=O)Cl)C=C1Cl)F (4,5-dichloro-2-fluoro-benzoyl chloride). The solvent is ClCCl (dichloromethane), ClCCl (dichloromethane), CCCCCC (hexane), ClCCl (dichloromethane). Product: ClC1=CC(=C(C(=O)NC=2C=CC(=NC2)C(=O)OC)C=C1Cl)F (methyl 5-[(4,5-dichloro-2-fluoro-benzoyl)amino]pyridine-2-carboxylate). Yield: 81.2%. Reaction SMILES: [Cl:1][C:2]1[C:10]([Cl:11])=[CH:9][C:5]([C:6](Cl)=[O:7])=[C:4]([F:12])[CH:3]=1.[NH2:13][C:14]1[CH:15]=[CH:16][C:17]([C:20]([O:22][CH3:23])=[O:21])=[N:18][CH:19]=1.N1C=CC=CC=1.Cl>ClCCl.CCCCCC>[Cl:1][C:2]1[C:10]([Cl:11])=[CH:9][C:5]([C:6]([NH:13][C:14]2[CH:15]=[CH:16][C:17]([C:20]([O:22][CH3:23])=[O:21])=[N:18][CH:19]=2)=[O:7])=[C:4]([F:12])[CH:3]=1. Reported procedure: A solution of 4,5-dichloro-2-fluoro-benzoyl chloride (4.35 g, 19.13 mmol) in dichloromethane (40 mL) was added drop-wise to a mixture of methyl 5-aminopyridine-2-carboxylate (2.91 g, 19.13 mmol), pyridine (4.64 mL, 57.39 mmol) and dichloromethane (60 mL) at 0° C. The reaction was stirred and allowed to warm up to room temperature over 2 hours. The mixture was poured into 1N HCl (50 mL) and dichloromethane (50 mL). The two layers were separated. The aqueous layer was extracted with dichloromethan... Reactants: N1C2=C(OCC1=O)N=CC=C2 (1H-pyrido[2,3-b][1,4]oxazin-2-one), B.C1CCOC1 (borane THF), solution. Solvent: C1CCOC1 (THF), C1CCOC1 (THF). The product is N1C2=C(OCC1)N=CC=C2 (2,3-Dihydro-1H-pyrido[2,3-b][1,4]oxazine). Isolated yield 66.1%. As a reaction SMILES: [NH:1]1[C:6](=O)[CH2:5][O:4][C:3]2[N:8]=[CH:9][CH:10]=[CH:11][C:2]1=2.B.C1COCC1>C1COCC1>[NH:1]1[CH2:6][CH2:5][O:4][C:3]2[N:8]=[CH:9][CH:10]=[CH:11][C:2]1=2 |f:1.2|. Reported procedure: Using 1H-pyrido[2,3-b][1,4]oxazin-2-one (0.3 g, 2 mmol) and borane-THF (8 mL of a 1M solution in THF, 8 mmol) in THF (20 mL) to yield the title compound as a yellow solid (180 mg, 66%). δH (CDCl3) 3.38-3.46 (2H, m), 3.85 (1H, br s), 4.38-4.45 (2H, m), 6.74 (1H, dd, J 7.7, 4.9 Hz), 6.83-6.88 (1H, m), 7.61 (1H, dd, J 4.7, 1.5 Hz). Reactants: FC=1C=C(C=NC1OC)N (5-fluoro-6-methoxypyridin-3-amine), FC1=C(C=C(C=N1)[C@@H](C)N1CCN(CC1)C(=O)OC(C)(C)C)C1=C2N=CN(C2=NC(=N1)C)C1OCCCC1 (tert-butyl 4-((1R)-1-(6-fluoro-5-(2-methyl-9-(tetrahydro-2H-pyran-2-yl)-9H-purin-6-yl)pyridin-3-yl)ethyl)piperazine-1-carboxylate), C[Si](C)(C)[N-][Si](C)(C)C.[Na+] (sodium bis(trimethylsilyl)amide). The solvent is C1CCOC1 (THF), C1CCOC1 (THF). Run at temperature -20 celsius, time 1 hour. Yields the product FC=1C=C(C=NC1OC)NC1=C(C=C(C=N1)[C@@H](C)N1CCN(CC1)C(=O)OC(C)(C)C)C1=C2N=CN(C2=NC(=N1)C)C1OCCCC1 (tert-butyl 4-((1R)-1-(6-(5-fluoro-6-methoxypyridin-3-ylamino)-5-(2-methyl-9-(tetrahydro-2H-pyran-2-yl)-9H-purin-6-yl)pyridin-3-yl)ethyl)piperazine-1-carboxylate). Isolated yield 55.4%. RXN SMILES: F[C:2]1[N:7]=[CH:6][C:5]([C@H:8]([N:10]2[CH2:15][CH2:14][N:13]([C:16]([O:18][C:19]([CH3:22])([CH3:21])[CH3:20])=[O:17])[CH2:12][CH2:11]2)[CH3:9])=[CH:4][C:3]=1[C:23]1[N:31]=[C:30]([CH3:32])[N:29]=[C:28]2[C:24]=1[N:25]=[CH:26][N:27]2[CH:33]1[CH2:38][CH2:37][CH2:36][CH2:35][O:34]1.[F:39][C:40]1[CH:41]=[C:42]([NH2:48])[CH:43]=[N:44][C:45]=1[O:46][CH3:47].C[Si]([N-][Si](C)(C)C)(C)C.[Na+]>C1COCC1>[F:39][C:40]1[CH:41]=[C:42]([NH:48][C:2]2[N:7]=[CH:6][C:5]([C@H:8]([N:10]3[CH2:11][CH2:12][N:13]([C:16]([O:18][C:19]([CH3:20])([CH3:22])[CH3:21])=[O:17])[CH2:14][CH2:15]3)[CH3:9])=[CH:4][C:3]=2[C:23]2[N:31]=[C:30]([CH3:32])[N:29]=[C:28]3[C:24]=2[N:25]=[CH:26][N:27]3[CH:33]2[CH2:38][CH2:37][CH2:36][CH2:35][O:34]2)[CH:43]=[N:44][C:45]=1[O:46][CH3:47] |f:2.3|. Procedure details: A mixture of tert-butyl 4-((1R)-1-(6-fluoro-5-(2-methyl-9-(tetrahydro-2H-pyran-2-yl)-9H-purin-6-yl)pyridin-3-yl)ethyl)piperazine-1-carboxylate (0.673 g, 1.280 mmol) in THF (15 mL) under inert atmosphere was treated with a solution of 5-fluoro-6-methoxypyridin-3-amine (0.364 g, 2.56 mmol) in THF (10 mL) via syringe. The mixture was chilled to −20° C. in a diluted dry ice/acetone bath, then sodium bis(trimethylsilyl)amide (1.0 M in THF, Aldrich; 3.84 mL, 3.84 mmol) was added slowly via syringe int...